Task: describe an organic reaction: reactants, conditions, products, and yield. Dataset: the Open Reaction Database (ORD), a public repository of structured organic reaction records The product is N(C1=CC=CC=C1)C1=C2C(=NC=C1C#N)NC(=N2)C2=CC=C(C=C2)OCCN(C)CCOC (7-Anilino-2-(4-{2-[(2-methoxyethyl)(methyl)amino]ethoxy}phenyl)-3H-imidazo[4,5-b]pyridine-6-carbon itrile). Reaction SMILES: Cl[C:2]1[C:7]([C:8]#[N:9])=[CH:6][N:5]=[C:4]2[NH:10][C:11]([C:13]3[CH:18]=[CH:17][C:16]([O:19][CH2:20][CH2:21][N:22]4[CH2:27][CH2:26][O:25][CH2:24][CH2:23]4)=[CH:15][CH:14]=3)=[N:12][C:3]=12.[NH2:28][C:29]1[CH:34]=[CH:33][CH:32]=[CH:31][CH:30]=1>>[NH:28]([C:2]1[C:7]([C:8]#[N:9])=[CH:6][N:5]=[C:4]2[NH:10][C:11]([C:13]3[CH:14]=[CH:15][C:16]([O:19][CH2:20][CH2:21][N:22]([CH2:27][CH2:26][O:25][CH3:24])[CH3:23])=[CH:17][CH:18]=3)=[N:12][C:3]=12)[C:29]1[CH:34]=[CH:33][CH:32]=[CH:31][CH:30]=1. Yield: 2.0%. Run at temperature 180 celsius. The reactants are ClC1=C2C(=NC=C1C#N)NC(=N2)C2=CC=C(C=C2)OCCN2CCOCC2 (7-Chloro-2-[4-(2-morpholin-4-ylethoxy)phenyl]-3H-imidazo[4,5-b]pyridine-6-carbonitrile), NC1=CC=CC=C1 (aniline). Procedure details: 7-Chloro-2-[4-(2-morpholin-4-ylethoxy)phenyl]-3H-imidazo[4,5-b]pyridine-6-carbonitrile (Example 243) (0.050 g, 0.13 mmol) was dissolved in aniline (2 ml) and heated at 180° C. for 3 h in a sealed vial. The excess aniline was evaporated and the crude product was purified by HPLC-C18, giving the title product (0.001 g, 2%). Starting materials: NC1=NC(=C(C(=N1)S(=O)(=O)C)C#N)C1=CC=CC=C1 (2-amino-4-methanesulfonyl-6-phenyl-pyrimidine-5-carbonitrile), NCCC1=CC=C(C=C1)O (tyramine). Solvent: COCCOC (DME). Product: NC1=NC(=C(C(=N1)NCCC1=CC=C(C=C1)O)C#N)C1=CC=CC=C1 (2-Amino-4-[2-(4-hydroxy-phenyl)-ethylamino]-6-phenyl-pyrimidine-5-carbonitrile). RXN SMILES: [NH2:1][C:2]1[N:7]=[C:6](S(C)(=O)=O)[C:5]([C:12]#[N:13])=[C:4]([C:14]2[CH:19]=[CH:18][CH:17]=[CH:16][CH:15]=2)[N:3]=1.[NH2:20][CH2:21][CH2:22][C:23]1[CH:28]=[CH:27][C:26]([OH:29])=[CH:25][CH:24]=1>COCCOC>[NH2:1][C:2]1[N:7]=[C:6]([NH:20][CH2:21][CH2:22][C:23]2[CH:28]=[CH:27][C:26]([OH:29])=[CH:25][CH:24]=2)[C:5]([C:12]#[N:13])=[C:4]([C:14]2[CH:19]=[CH:18][CH:17]=[CH:16][CH:15]=2)[N:3]=1. Procedure details: From 2-amino-4-methanesulfonyl-6-phenyl-pyrimidine-5-carbonitrile and tyramine in DME. ES-MS m/e (%): 332 (M+H+, 100). The reactants are CCO, CCCCCN(Cc1ccc(-c2ccccc2[N+](=O)[O-])cc1)C(=O)Nc1c(F)cc(F)cc1F, Cl[Sn]Cl. Yields the product CCCCCN(Cc1ccc(-c2ccccc2N)cc1)C(=O)Nc1c(F)cc(F)cc1F. As a reaction SMILES: [CH3:38][CH2:39][OH:40].[N+:1]([O-:2])(=[O:3])[c:4]1[c:5](-[c:10]2[cH:11][cH:12][c:13]([CH2:16][N:17]([C:18]([NH:19][c:20]3[c:21]([F:28])[cH:22][c:23]([F:27])[cH:24][c:25]3[F:26])=[O:29])[CH2:30][CH2:31][CH2:32][CH2:33][CH3:34])[cH:14][cH:15]2)[cH:6][cH:7][cH:8][cH:9]1.[Sn:35]([Cl:36])[Cl:37]>>[NH2:1][c:4]1[c:5](-[c:10]2[cH:11][cH:12][c:13]([CH2:16][N:17]([C:18]([NH:19][c:20]3[c:21]([F:28])[cH:22][c:23]([F:27])[cH:24][c:25]3[F:26])=[O:29])[CH2:30][CH2:31][CH2:32][CH2:33][CH3:34])[cH:14][cH:15]2)[cH:6][cH:7][cH:8][cH:9]1. Reactants: O[C@@]1([C@@H](N(CC1)C(=O)OC(C)(C)C)C)C (tert-butyl(2S,3S)-3-hydroxy-2,3-dimethylpyrrolidine-1-carboxylate), O (water), I(=O)(=O)(=O)[O-].[Na+] (sodium periodate). Reagents/catalysts: O.[Ru](=O)=O (ruthenium dioxide monohydrate). The solvent is C(C)(=O)OCC (ethyl acetate). Reaction conditions: time 40 hour. Product: O[C@@]1([C@@H](N(C(C1)=O)C(=O)OC(C)(C)C)C)C (tert-Butyl(2S,3S)-3-hydroxy-2,3-dimethyl-5-oxo-pyrrolidine-1-carboxylate). Isolated yield 34.2%. As a reaction SMILES: [OH:1][C@@:2]1([CH3:15])[CH2:6][CH2:5][N:4]([C:7]([O:9][C:10]([CH3:13])([CH3:12])[CH3:11])=[O:8])[C@H:3]1[CH3:14].O.I([O-])(=O)(=O)=[O:18].[Na+]>C(OCC)(=O)C.O.[Ru](=O)=O>[OH:1][C@@:2]1([CH3:15])[CH2:6][C:5](=[O:18])[N:4]([C:7]([O:9][C:10]([CH3:13])([CH3:12])[CH3:11])=[O:8])[C@H:3]1[CH3:14] |f:2.3,5.6|. Procedure details: To a solution of tert-butyl(2S,3S)-3-hydroxy-2,3-dimethylpyrrolidine-1-carboxylate (3.05 g) in ethyl acetate (45 mL) were successively added water (68 mL), ruthenium dioxide monohydrate (566 mg) and sodium periodate (4.57 g) at room temperature. The mixture was stirred at room temperature for 40 hr, the organic layer and the aqueous layer were separated, and the aqueous layer was extracted with ethyl acetate. The obtained organic layers were mixed, isopropanol (0.7 mL) was added, and the mixture... Starting materials: CC1=NC=2N(C(=C1)C)N=C(N2)SCCO (2-(5,7-dimethyl-[1,2,4]triazolo[1,5-a]pyrimidin-2-yl sulfanyl)ethan-1-ol), CN(CCC1=CC=C(C=C1)O)C (N,N-dimethyltyramine). Product: CC1=NC=2N(C(=C1)C)N=C(N2)SCCOC2=CC=C(C=C2)CCN(C)C ((2-{4-[2-({5,7-dimethyl-[1,2,4]triazolo[1,5-a]pyrimidin-2-yl}sulfanyl)ethoxy]phenyl}ethyl)-dimethylamine). Isolated yield 48.0%. As a reaction SMILES: [CH3:1][C:2]1[CH:7]=[C:6]([CH3:8])[N:5]2[N:9]=[C:10]([S:12][CH2:13][CH2:14][OH:15])[N:11]=[C:4]2[N:3]=1.[CH3:16][N:17]([CH3:27])[CH2:18][CH2:19][C:20]1[CH:25]=[CH:24][C:23](O)=[CH:22][CH:21]=1>>[CH3:1][C:2]1[CH:7]=[C:6]([CH3:8])[N:5]2[N:9]=[C:10]([S:12][CH2:13][CH2:14][O:15][C:23]3[CH:24]=[CH:25][C:20]([CH2:19][CH2:18][N:17]([CH3:16])[CH3:27])=[CH:21][CH:22]=3)[N:11]=[C:4]2[N:3]=1. Procedure details: The title compound was prepared according to the experimentals described for Example 31 above from of 2-(5,7-dimethyl-[1,2,4]triazolo[1,5-a]pyrimidin-2-yl sulfanyl)ethan-1-ol and N,N-dimethyltyramine in 48% yield; EM (calc.): 371.2; MS (ESI) m/e: 372.2 (M+H)+. Starting materials: C1CCOC1, CCOC(C)=O, Cl, COc1cccc(C(O)C2CCCCC2=O)c1C. Yields the product COc1cccc(CC2CCCCC2=O)c1C. Reaction SMILES: [CH2:20]1[O:21][CH2:22][CH2:23][CH2:24]1.[CH3:25][CH2:26][O:27][C:28]([CH3:29])=[O:30].[ClH:19].[OH:1][CH:2]([CH:3]1[C:4](=[O:9])[CH2:5][CH2:6][CH2:7][CH2:8]1)[c:10]1[c:11]([CH3:18])[c:12]([O:16][CH3:17])[cH:13][cH:14][cH:15]1>>[CH2:2]([CH:3]1[C:4](=[O:9])[CH2:5][CH2:6][CH2:7][CH2:8]1)[c:10]1[c:11]([CH3:18])[c:12]([O:16][CH3:17])[cH:13][cH:14][cH:15]1. Starting materials: C1CCOC1, COC(=O)C1(NC(=O)c2ccc3ccccc3c2OCc2ccc(C(F)(F)F)cc2)CC=CC1, CO, [Li+], [OH-]. Product: O=C(NC1(C(=O)O)CC=CC1)c1ccc2ccccc2c1OCc1ccc(C(F)(F)F)cc1. As a reaction SMILES: [CH2:35]1[O:36][CH2:37][CH2:38][CH2:39]1.[CH3:1][O:2][C:3](=[O:4])[C:5]1([NH:10][C:11](=[O:12])[c:13]2[c:14]([O:23][CH2:24][c:25]3[cH:26][cH:27][c:28]([C:31]([F:32])([F:33])[F:34])[cH:29][cH:30]3)[c:15]3[cH:16][cH:17][cH:18][cH:19][c:20]3[cH:21][cH:22]2)[CH2:6][CH:7]=[CH:8][CH2:9]1.[CH3:42][OH:43].[Li+:40].[OH-:41]>>[O:2]=[C:3]([OH:4])[C:5]1([NH:10][C:11](=[O:12])[c:13]2[c:14]([O:23][CH2:24][c:25]3[cH:26][cH:27][c:28]([C:31]([F:32])([F:33])[F:34])[cH:29][cH:30]3)[c:15]3[cH:16][cH:17][cH:18][cH:19][c:20]3[cH:21][cH:22]2)[CH2:6][CH:7]=[CH:8][CH2:9]1.